This data is from the Open Reaction Database (ORD), a public repository of structured organic reaction records. The task is: describe an organic reaction: reactants, conditions, products, and yield The solvent is CN(C=O)C (dimethylformamide). Conditions: temperature 25 celsius, time 2 hour. The yield is 107.3%. As a reaction SMILES: [CH3:1][O:2][C:3]1[N:12]=[C:11]2[C:6]([CH:7]=[CH:8][C:9]([N:13]3[C:21](=[O:22])[C:20]4[C:15](=[CH:16][CH:17]=[CH:18][CH:19]=4)[CH:14]3[O:23][CH2:24][C:25]([OH:27])=O)=[N:10]2)=[CH:5][CH:4]=1.[CH2:28]([NH2:31])[CH2:29][CH3:30].O>CN(C)C=O>[CH3:1][O:2][C:3]1[N:12]=[C:11]2[C:6]([CH:7]=[CH:8][C:9]([N:13]3[C:21](=[O:22])[C:20]4[C:15](=[CH:16][CH:17]=[CH:18][CH:19]=4)[CH:14]3[O:23][CH2:24][C:25]([NH:31][CH2:28][CH2:29][CH3:30])=[O:27])=[N:10]2)=[CH:5][CH:4]=1. Procedure: N,N'-Carbonyldiimidazole (1.35 g) is added to a solution of [2-(7-methoxy-1,8-naphthyridin-2-yl)-3-oxo-1-isoindolinyloxy]acetic acid (3 g) in anhydrous dimethylformamide (70 cc), and the mixture is stirred for 2 hours at a temperature in the region of 25° C. Propylamine (0.4 g) is then added and the mixture is stirred again for 16 hours at a temperature in the region of 25° C. The reaction mixture is then poured into water (150 cc) and the precipitate obtained is separated by filtration, washed ... The product is COC1=CC=C2C=CC(=NC2=N1)N1C(C2=CC=CC=C2C1=O)OCC(=O)NCCC ([2-(7-Methoxy-1,8-naphthyridin-2-yl)-3-oxo-1-isoindolinyloxy]-N-propylacetamide). The reactants are O (water), N,N'-Carbonyldiimidazole, COC1=CC=C2C=CC(=NC2=N1)N1C(C2=CC=CC=C2C1=O)OCC(=O)O ([2-(7-methoxy-1,8-naphthyridin-2-yl)-3-oxo-1-isoindolinyloxy]acetic acid), C(CC)N (Propylamine). The reactants are CN(C)C=O, FC(F)(F)c1cccc(C=Cc2nc(CCl)co2)c1, [H-], [Na+], Oc1ccc(CCCCn2ccnn2)cc1. The product is FC(F)(F)c1cccc(C=Cc2nc(COc3ccc(CCCCn4ccnn4)cc3)co2)c1. Reaction SMILES: [CH3:38][N:39]([CH3:40])[CH:41]=[O:42].[Cl:19][CH2:20][c:21]1[n:22][c:23]([CH:26]=[CH:27][c:28]2[cH:29][c:30]([C:34]([F:35])([F:36])[F:37])[cH:31][cH:32][cH:33]2)[o:24][cH:25]1.[H-:1].[Na+:2].[n:3]1([CH2:8][CH2:9][CH2:10][CH2:11][c:12]2[cH:13][cH:14][c:15]([OH:18])[cH:16][cH:17]2)[n:4][n:5][cH:6][cH:7]1>>[n:3]1([CH2:8][CH2:9][CH2:10][CH2:11][c:12]2[cH:13][cH:14][c:15]([O:18][CH2:20][c:21]3[n:22][c:23]([CH:26]=[CH:27][c:28]4[cH:29][c:30]([C:34]([F:35])([F:36])[F:37])[cH:31][cH:32][cH:33]4)[o:24][cH:25]3)[cH:16][cH:17]2)[n:4][n:5][cH:6][cH:7]1. Starting materials: S=C(c1ncc[nH]1)c1ncc[nH]1, ClCCl, Nc1cccnc1Oc1ccccc1OC(F)(F)F. As a reaction SMILES: [C:20](=[S:21])([c:22]1[nH:23][cH:24][cH:25][n:26]1)[c:27]1[nH:28][cH:29][cH:30][n:31]1.[Cl:32][CH2:33][Cl:34].[F:1][C:2]([O:3][c:4]1[c:5]([O:6][c:7]2[n:8][cH:9][cH:10][cH:11][c:12]2[NH2:13])[cH:14][cH:15][cH:16][cH:17]1)([F:18])[F:19]>>[F:1][C:2]([O:3][c:4]1[c:5]([O:6][c:7]2[n:8][cH:9][cH:10][cH:11][c:12]2[N:13]=[C:20]=[S:21])[cH:14][cH:15][cH:16][cH:17]1)([F:18])[F:19]. Product: FC(F)(F)Oc1ccccc1Oc1ncccc1N=C=S. Starting materials: NC(=O)CN1C(=O)COc2cc(F)ccc21, Cc1ccccc1, CN(C)C=O, O=S(Cl)Cl. Yields the product N#CCN1C(=O)COc2cc(F)ccc21. RXN SMILES: [C:1]([NH2:2])(=[O:3])[CH2:4][N:5]1[C:6](=[O:16])[CH2:7][O:8][c:9]2[c:10]1[cH:11][cH:12][c:13]([F:15])[cH:14]2.[CH3:17][c:18]1[cH:19][cH:20][cH:21][cH:22][cH:23]1.[CH3:28][N:29]([CH3:30])[CH:31]=[O:32].[S:24]([Cl:25])([Cl:26])=[O:27]>>[C:1](#[N:2])[CH2:4][N:5]1[C:6](=[O:16])[CH2:7][O:8][c:9]2[c:10]1[cH:11][cH:12][c:13]([F:15])[cH:14]2. The reactants are C(CC)SC1=CC=C2C(NC=NC2=C1)=O (7-Propylsulfanyl-quinazolin-4-one), C1(=CC=CC=C1)P(C1=CC=CC=C1)C1=CC=CC=C1 (triphenylphosphine), C(#C)C=1C=C(N)C=CC1 (3-ethynylaniline), Cl (HCl). Run in C(Cl)(Cl)Cl (chloroform), C(Cl)(Cl)(Cl)Cl (carbon tetrachloride), C(C)(C)O (isopropyl alcohol), CO (methanol). Yields the product Cl.C(CC)SC1=CC=C2C(=NC=NC2=C1)NC1=CC(=CC=C1)C#C ((7-Propylsulfanyl-quinazolin-4-yl)-(3-ethynyl-phenyl)-amine Hydrochloride). Reaction SMILES: [CH2:1]([S:4][C:5]1[CH:14]=[C:13]2[C:8]([C:9](=O)[NH:10][CH:11]=[N:12]2)=[CH:7][CH:6]=1)[CH2:2][CH3:3].C1(P(C2C=CC=CC=2)C2C=CC=CC=2)C=CC=CC=1.[C:35]([C:37]1[CH:38]=[C:39]([CH:41]=[CH:42][CH:43]=1)[NH2:40])#[CH:36].[ClH:44]>C(O)(C)C.CO.C(Cl)(Cl)Cl.C(Cl)(Cl)(Cl)Cl>[ClH:44].[CH2:1]([S:4][C:5]1[CH:14]=[C:13]2[C:8]([C:9]([NH:40][C:39]3[CH:41]=[CH:42][CH:43]=[C:37]([C:35]#[CH:36])[CH:38]=3)=[N:10][CH:11]=[N:12]2)=[CH:7][CH:6]=1)[CH2:2][CH3:3] |f:8.9|. Procedure details: 7-Propylsulfanyl-quinazolin-4-one (300 mg, 1.36 mmol), triphenylphosphine (785 mg, 2.99 mmol), 1.31 mL of carbon tetrachloride and 5 mL of chloroform were refluxed for 16 hours and the reaction mixture was concentrated in vacuo to a residue which was diluted with 5 mL of isopropyl alcohol and 3-ethynylaniline (175 mg, 1.49 mmol) and refluxed for 3 hours. The cooled reaction mixture was concentrated in vacuo and the residue purified by column chromatography on silica gel eluted with 10% methanol ... Starting materials: [Zn](OC(=O)C)OC(=O)C.O.O (Zn(OAc)2.2H2O). Solvent: CO (MeOH). Yields the product C(C)(=O)[O-].[Zn+2].C(C)(=O)[O-] (zinc acetate). RXN SMILES: [Zn:1](OC(C)=O)[O:2][C:3]([CH3:5])=[O:4].O.O>CO>[C:3]([O-:4])(=[O:2])[CH3:5].[Zn+2:1].[C:3]([O-:4])(=[O:2])[CH3:5] |f:0.1.2,4.5.6|. Procedure: 83.7 g of MeOH was added to Zn(OAc)2.2H2O (19.88 g) in a beaker to form 0.85 mol/L zinc acetate solution. 12.72 g of concentrated NaOH aqueous solution (49.8 wt %) was diluted with 83.7 g of MeOH followed by mixing with the Zn(OAc)2 solution under vigorous stirring. The reaction temperature of the system was maintained at 62° C. 4 minutes after the NaOH solution was mixed with the Zn(OAc)2 solution, 80 mL of 0.05 mol/L sodium oleate aqueous solution was added to the reaction solution. White prec... The reactants are C(C)(C)C1=C(C(=CC=C1)C(C)C)NC(CCl)=O (N-(2,6-diisopropylphenyl)-2-chloroacetamide), SCC(=O)OCC (ethyl 2-mercaptoacetate), C([O-])([O-])=O.[K+].[K+] (potassium carbonate), Cl (hydrochloric acid). The solvent is CS(=O)C (dimethyl sulfoxide), O (water). Reaction conditions: time 1 hour. Product: C(C)(C)C1=C(C(=CC=C1)C(C)C)NC(CSCC(=O)OCC)=O (N-(2,6-diisopropylphenyl)-2-(ethoxycarbonylmethylthio)acetamide). Isolated yield 90.4%. As a reaction SMILES: [CH:1]([C:4]1[CH:9]=[CH:8][CH:7]=[C:6]([CH:10]([CH3:12])[CH3:11])[C:5]=1[NH:13][C:14](=[O:17])[CH2:15]Cl)([CH3:3])[CH3:2].[SH:18][CH2:19][C:20]([O:22][CH2:23][CH3:24])=[O:21].C(=O)([O-])[O-].[K+].[K+].Cl>O.CS(C)=O>[CH:1]([C:4]1[CH:9]=[CH:8][CH:7]=[C:6]([CH:10]([CH3:12])[CH3:11])[C:5]=1[NH:13][C:14](=[O:17])[CH2:15][S:18][CH2:19][C:20]([O:22][CH2:23][CH3:24])=[O:21])([CH3:3])[CH3:2] |f:2.3.4|. Procedure details: A mixture of 18.8 g of N-(2,6-diisopropylphenyl)-2-chloroacetamide, 8.9 g of ethyl 2-mercaptoacetate, 20.4 g of potassium carbonate, and 100 ml of dimethyl sulfoxide was stirred at room temperature for 1 hour, and a mixture of 25 ml of concentrated hydrochloric acid and 100 ml of water was added thereto. The reaction mixture was extracted with 300 ml of ethyl acetate, and the extract was washed successively with a 1N hydrochloric acid aqueous solution, a sodium hydrogencarbonate aqueous solution...